From a dataset of the Open Reaction Database (ORD), a public repository of structured organic reaction records. describe an organic reaction: reactants, conditions, products, and yield The reactants are FC1=C(C=CC(=C1)F)C1=C(C=NO1)CO (5-(2,4-difluorophenyl)-4-isoxazolylmethanol), S(=O)(Cl)Cl (thionyl chloride). The solvent is C1(=CC=CC=C1)C (toluene). Run at time 1 hour. The product is ClCC=1C=NOC1C1=C(C=C(C=C1)F)F (4-chloromethyl-5-(2,4-difluorophenyl)isoxazole). Yield: 80.9%. RXN SMILES: [F:1][C:2]1[CH:7]=[C:6]([F:8])[CH:5]=[CH:4][C:3]=1[C:9]1[O:13][N:12]=[CH:11][C:10]=1[CH2:14]O.S(Cl)([Cl:18])=O>C1(C)C=CC=CC=1>[Cl:18][CH2:14][C:10]1[CH:11]=[N:12][O:13][C:9]=1[C:3]1[CH:4]=[CH:5][C:6]([F:8])=[CH:7][C:2]=1[F:1]. Procedure: To a solution of 5-(2,4-difluorophenyl)-4-isoxazolylmethanol (2.50 g) in toluene (50 ml) was added dropwise thionyl chloride (2.11 g) at 0° C., and the mixture was stirred at room temperature for 1 hr. The reaction mixture was concentrated, saturated aqueous sodium hydrogencarbonate was added to the residue, and the mixture was extracted with ethyl acetate. The ethyl acetate layer was washed with saturated brine, dried (MgSO4) and concentrated. The residue was subjected to silica gel column chro... Starting materials: N1CCCC1 (pyrrolidine), C(=O)(O)[O-].[Na+] (NaHCO3), C1=CC(=CC(=C1)Cl)C(=O)OO (mCPBA), C[C@@H]1N(CCC(C1)=O)C(=O)OC(C)(C)C ((S)-tert-butyl 2-methyl-4-oxopiperidine-1-carboxylate), N(=[N+]=[N-])C1=NC=C(C=N1)F (2-azido-5-fluoropyrimidine), [OH-].[Na+] (NaOH). The solvent is C(Cl)Cl (CH2Cl2), C1(=CC=CC=C1)C (toluene), C1(=CC=CC=C1)C (toluene). Conditions: time 3 hour. Yields the product FC=1C=NC(=NC1)N1N=NC=2CN([C@H](CC21)C)C(=O)OC(C)(C)C ((S)-tert-butyl 1-(5-fluoropyrimidin-2-yl)-6-methyl-6,7-dihydro-1H-[1,2,3]triazolo[4,5-c]pyridine-5(4H)-carboxylate). As a reaction SMILES: [CH3:1][C@H:2]1[CH2:7][C:6](=O)[CH2:5][CH2:4][N:3]1[C:9]([O:11][C:12]([CH3:15])([CH3:14])[CH3:13])=[O:10].[N:16]([C:19]1[N:24]=[CH:23][C:22]([F:25])=[CH:21][N:20]=1)=[N+:17]=[N-:18].N1CCCC1.C([O-])(O)=O.[Na+].C1C=C(Cl)C=C(C(OO)=O)C=1.[OH-].[Na+]>C1(C)C=CC=CC=1.C(Cl)Cl>[F:25][C:22]1[CH:21]=[N:20][C:19]([N:16]2[C:6]3[CH2:7][C@H:2]([CH3:1])[N:3]([C:9]([O:11][C:12]([CH3:15])([CH3:14])[CH3:13])=[O:10])[CH2:4][C:5]=3[N:18]=[N:17]2)=[N:24][CH:23]=1 |f:3.4,6.7|. Procedure: To a solution of (S)-tert-butyl 2-methyl-4-oxopiperidine-1-carboxylate (2.76 g, 12.9 mmol) in toluene (100 mL) at 100° C. was added 2-azido-5-fluoropyrimidine (2.34 g, 16.8 mmol) as a solution in toluene (15 mL) followed by pyrrolidine (1.06 mL, 12.9 mmol). After stirring for 3 h at rt, the reaction was cooled to 0° C. and CH2Cl2 (100 mL) was added followed by NaHCO3 (2.17 g, 25.9 mmol) and mCPBA (4.47 g, 25.9 mmol). The reaction was allowed to warm to rt over 30 min followed by the addition of ... Starting materials: C(C1=CC=CC=C1)OC(=O)Cl (Benzyloxycarbonyl chloride), [OH-].[Na+] (sodium hydroxide), Cl.N[C@H](C)C1=C(C=C(C(=O)O)C=C1)[N+](=O)[O-] ((R)-4-(1-aminoethyl)-3-nitrobenzoic acid hydrochloride), Cl (hydrochloric acid). Conditions: time 3 hour. Yields the product C(C1=CC=CC=C1)OC(=O)N[C@H](C)C1=C(C=C(C(=O)O)C=C1)[N+](=O)[O-] ((R)-4-(1-benzyloxycarbonylaminoethyl)-3-nitrobenzoic acid). Isolated yield 75.2%. RXN SMILES: [CH2:1]([O:8][C:9](Cl)=[O:10])[C:2]1[CH:7]=[CH:6][CH:5]=[CH:4][CH:3]=1.[OH-].[Na+].Cl.Cl.[NH2:16][C@@H:17]([C:19]1[CH:27]=[CH:26][C:22]([C:23]([OH:25])=[O:24])=[CH:21][C:20]=1[N+:28]([O-:30])=[O:29])[CH3:18]>>[CH2:1]([O:8][C:9]([NH:16][C@@H:17]([C:19]1[CH:27]=[CH:26][C:22]([C:23]([OH:25])=[O:24])=[CH:21][C:20]=1[N+:28]([O-:30])=[O:29])[CH3:18])=[O:10])[C:2]1[CH:7]=[CH:6][CH:5]=[CH:4][CH:3]=1 |f:1.2,4.5|. Procedure: Benzyloxycarbonyl chloride (0.9 g) was dropwise added to an aqueous solution (10 ml) of (R)-4-(1-aminoethyl)-3-nitrobenzoic acid hydrochloride (1 g) and sodium hydroxide (535 mg) at room temperature, and the mixture was stirred at the same temperature for 3 hours. Conc. hydrochloric acid was added to the reaction mixture to make the same acidic. The mixture was extracted with chloroform. The extract was washed with water, dried, and concentrated. The obtained residue was purified by silica gel c... The reactants are C(C)(C)(C)OC(CN1C=C(C=2C1=CN=CC2)C(C)=O)=O ((3-acetyl-pyrrolo[2,3-c]pyridin-1-yl)-acetic acid tert-butyl ester), C(=O)(C(F)(F)F)O (TFA). Solvent: C(Cl)Cl (CH2Cl2). Yields the product FC(C(=O)O)(F)F.C(C)(=O)C1=CN(C2=CN=CC=C21)CC(=O)O ((3-Acetyl-pyrrolo[2,3-c]pyridin-1-yl)-acetic acid trifluoroacetate). RXN SMILES: C([O:5][C:6](=[O:20])[CH2:7][N:8]1[C:12]2=[CH:13][N:14]=[CH:15][CH:16]=[C:11]2[C:10]([C:17](=[O:19])[CH3:18])=[CH:9]1)(C)(C)C.[C:21]([OH:27])([C:23]([F:26])([F:25])[F:24])=[O:22]>C(Cl)Cl>[F:24][C:23]([F:26])([F:25])[C:21]([OH:27])=[O:22].[C:17]([C:10]1[C:11]2[C:12](=[CH:13][N:14]=[CH:15][CH:16]=2)[N:8]([CH2:7][C:6]([OH:20])=[O:5])[CH:9]=1)(=[O:19])[CH3:18] |f:3.4|. Reported procedure: A solution of (3-acetyl-pyrrolo[2,3-c]pyridin-1-yl)-acetic acid tert-butyl ester (230 mg, 0.8 mmol) and TFA (0.915 mL, 11.95 mmol) in CH2Cl2 (3.1 mL) was stirred at RT overnight. The reaction mixture was concentrated and the residue was dried under high vacuum. The resulting solid was taken-up in Et2O and filtered to give the desired compound (TFA salt) as beige powder which was used in the next step without purification. MS (UPLC/MS): 219.2 [M+H]+, 217.2 [M−H]−; 1H-NMR (400 MHz, DMSO): δ (ppm):... Starting materials: C1CCOC1, ClCCl, Cl, COc1ccc2c(C(=O)c3ccc(OCCN4CCCCC4)cc3)c(-c3ccccc3C3OCCO3)sc2c1, O. Yields the product COc1ccc2c(C(=O)c3ccc(OCCN4CCCCC4)cc3)c(-c3ccccc3C=O)sc2c1. RXN SMILES: [CH2:42]1[O:43][CH2:44][CH2:45][CH2:46]1.[Cl:47][CH2:48][Cl:49].[ClH:40].[O:1]1[CH:2]([c:6]2[c:7](-[c:12]3[c:13]([C:23](=[O:24])[c:25]4[cH:26][cH:27][c:28]([O:31][CH2:32][CH2:33][N:34]5[CH2:35][CH2:36][CH2:37][CH2:38][CH2:39]5)[cH:29][cH:30]4)[c:14]4[c:15]([s:16]3)[cH:17][c:18]([O:21][CH3:22])[cH:19][cH:20]4)[cH:8][cH:9][cH:10][cH:11]2)[O:5][CH2:4][CH2:3]1.[OH2:41]>>[O:1]=[CH:2][c:6]1[c:7](-[c:12]2[c:13]([C:23](=[O:24])[c:25]3[cH:26][cH:27][c:28]([O:31][CH2:32][CH2:33][N:34]4[CH2:35][CH2:36][CH2:37][CH2:38][CH2:39]4)[cH:29][cH:30]3)[c:14]3[c:15]([s:16]2)[cH:17][c:18]([O:21][CH3:22])[cH:19][cH:20]3)[cH:8][cH:9][cH:10][cH:11]1. Starting materials: C(=O)(O)[O-].[Na+] (NaHCO3), N(=O)[O-].[Na+] (sodium nitrite), Cl.FC(CN)(F)F (2,2,2-trifluoroethylamine hydrochloride), C1(=C(C=CC=C1)CC=O)C (2-o-tolylacetaldehyde). Reagents/catalysts: [Cl-].[Cl-].[Cl-].[Cl-].[Zr+4] (zirconium(IV)tetrachloride). The solvent is CO (methanol), ClCCl.O (dichloromethane water). Run at temperature 0 celsius, time 1 hour. Product: FC(CC(CC1=C(C=CC=C1)C)O)(F)F (4,4,4-Trifluoro-1-(o-tolyl)butan-2-ol). RXN SMILES: Cl.[F:2][C:3]([F:7])([F:6])[CH2:4]N.N([O-])=O.[Na+].[C:12]1([CH3:21])[CH:17]=[CH:16][CH:15]=[CH:14][C:13]=1[CH2:18][CH:19]=[O:20].C([O-])(O)=O.[Na+]>ClCCl.O.[Cl-].[Cl-].[Cl-].[Cl-].[Zr+4].CO>[F:2][C:3]([F:7])([F:6])[CH2:4][CH:19]([OH:20])[CH2:18][C:13]1[CH:14]=[CH:15][CH:16]=[CH:17][C:12]=1[CH3:21] |f:0.1,2.3,5.6,7.8,9.10.11.12.13|. Procedure details: To a mixture of 2,2,2-trifluoroethylamine hydrochloride (0.271 g) in dichloromethane/water (15/0.5 mL) at 0° C. was added sodium nitrite (0.166 g) and the resulting yellow solution was stirred for 1 hour at 0° C. The reaction mixture was then cooled to −78° C. and 2-o-tolylacetaldehyde (0.134 g) was added, followed by zirconium(IV)tetrachloride. After stirring for 2 hrs at −78° C. cooling was stopped and methanol (3 mL) and saturated solution of NaHCO3 (10 mL) were added. The mixture was extract... Reaction SMILES: [Br:6][c:7]1[cH:8][c:9]([Br:14])[cH:10][c:11]([Br:13])[cH:12]1.[CH2:1]([Li:2])[CH2:3][CH2:4][CH3:5].[CH3:24][CH2:25][CH2:26][CH2:27][CH2:28][CH3:29].[F:15][c:16]1[cH:17][cH:18][c:19]([CH:20]=[O:21])[cH:22][cH:23]1>>[c:7]1([CH:20]([c:19]2[cH:18][cH:17][c:16]([F:15])[cH:23][cH:22]2)[OH:21])[cH:8][c:9]([Br:14])[cH:10][c:11]([Br:13])[cH:12]1. The product is OC(c1ccc(F)cc1)c1cc(Br)cc(Br)c1. The reactants are Brc1cc(Br)cc(Br)c1, [Li]CCCC, CCCCCC, O=Cc1ccc(F)cc1. Starting materials: O (water), FC1=CC=C(C(=O)OCC)C=C1 (ethyl 4-fluorobenzoate), COCCCCCCOC1=CC=C(C=C1)N1CCNCC1 (1-[4-(6-methoxyhexyloxy)phenyl]piperazine), C([O-])([O-])=O.[K+].[K+] (potassium carbonate). The solvent is CS(=O)C (dimethylsulfoxide). Reaction conditions: temperature 150 celsius. The product is COCCCCCCOC1=CC=C(C=C1)N1CCN(CC1)C1=CC=C(C(=O)OCC)C=C1 (ethyl 4-[4-[4-(6-methoxyhexyloxy)phenyl]piperazin-1-yl]benzoate). Yield: 70.8%. RXN SMILES: F[C:2]1[CH:12]=[CH:11][C:5]([C:6]([O:8][CH2:9][CH3:10])=[O:7])=[CH:4][CH:3]=1.[CH3:13][O:14][CH2:15][CH2:16][CH2:17][CH2:18][CH2:19][CH2:20][O:21][C:22]1[CH:27]=[CH:26][C:25]([N:28]2[CH2:33][CH2:32][NH:31][CH2:30][CH2:29]2)=[CH:24][CH:23]=1.C(=O)([O-])[O-].[K+].[K+].O>CS(C)=O>[CH3:13][O:14][CH2:15][CH2:16][CH2:17][CH2:18][CH2:19][CH2:20][O:21][C:22]1[CH:27]=[CH:26][C:25]([N:28]2[CH2:33][CH2:32][N:31]([C:2]3[CH:12]=[CH:11][C:5]([C:6]([O:8][CH2:9][CH3:10])=[O:7])=[CH:4][CH:3]=3)[CH2:30][CH2:29]2)=[CH:24][CH:23]=1 |f:2.3.4|. Procedure details: A mixture of ethyl 4-fluorobenzoate (1.90 g) and 1-[4-(6-methoxyhexyloxy)phenyl]piperazine (3.00 g) in dimethylsulfoxide (45 ml) was treated with potassium carbonate (4.25 g), and the mixture was heated at 150° C. for 22 hours. After cooling, water (200 ml) was added to the reaction mixture, and the resulting precipitate was collected by filtration, washed with water and dried under reduced pressure at 50° C. for 7 hours to give ethyl 4-[4-[4-(6-methoxyhexyloxy)phenyl]piperazin-1-yl]benzoate (3.... Reactants: CCC(=O)Cl, ClCCl, Fc1cc2nc(COc3ccccc3)n(Cc3ccc(OC(F)(F)F)cc3)c2cc1N1CCNCC1. Product: CCC(=O)N1CCN(c2cc3c(cc2F)nc(COc2ccccc2)n3Cc2ccc(OC(F)(F)F)cc2)CC1. RXN SMILES: [C:37]([CH2:38][CH3:39])(=[O:40])[Cl:41].[Cl:42][CH2:43][Cl:44].[F:1][c:2]1[cH:3][c:4]2[c:5]([n:6]([CH2:17][c:18]3[cH:19][cH:20][c:21]([O:24][C:25]([F:26])([F:27])[F:28])[cH:22][cH:23]3)[c:7]([CH2:9][O:10][c:11]3[cH:12][cH:13][cH:14][cH:15][cH:16]3)[n:8]2)[cH:29][c:30]1[N:31]1[CH2:32][CH2:33][NH:34][CH2:35][CH2:36]1>>[F:1][c:2]1[cH:3][c:4]2[c:5]([n:6]([CH2:17][c:18]3[cH:19][cH:20][c:21]([O:24][C:25]([F:26])([F:27])[F:28])[cH:22][cH:23]3)[c:7]([CH2:9][O:10][c:11]3[cH:12][cH:13][cH:14][cH:15][cH:16]3)[n:8]2)[cH:29][c:30]1[N:31]1[CH2:32][CH2:33][N:34]([C:37]([CH2:38][CH3:39])=[O:40])[CH2:35][CH2:36]1.